From a dataset of the Open Reaction Database (ORD), a public repository of structured organic reaction records. describe an organic reaction: reactants, conditions, products, and yield The product is NC(c1ccc(F)cc1)c1cc(F)cc(C(F)(F)F)c1. RXN SMILES: [CH3:23][C:24](=[O:25])[O-:26].[CH3:27][CH2:28][OH:29].[F:1][c:2]1[cH:3][c:4]([C:12](=[N:13][OH:14])[c:15]2[cH:16][cH:17][c:18]([F:21])[cH:19][cH:20]2)[cH:5][c:6]([C:8]([F:9])([F:10])[F:11])[cH:7]1.[NH4+:22].[NH4+:31].[OH-:30].[Zn:32]>>[F:1][c:2]1[cH:3][c:4]([CH:12]([NH2:13])[c:15]2[cH:16][cH:17][c:18]([F:21])[cH:19][cH:20]2)[cH:5][c:6]([C:8]([F:9])([F:10])[F:11])[cH:7]1. The reactants are CC(=O)[O-], CCO, ON=C(c1ccc(F)cc1)c1cc(F)cc(C(F)(F)F)c1, [NH4+], [NH4+], [OH-], [Zn]. The reactants are C(C1=CC=CC=C1)OC1=NC=C(N=C1Br)C1=CC=CC=C1 (2-(benzyloxy)-3-bromo-5-phenylpyrazine), C1(=CC=CC=C1)N1N=CC=C1B1OC(C(O1)(C)C)(C)C (1-phenyl-5-(4,4,5,5-tetramethyl-1,3,2-dioxaborolan-2-yl)-1H-pyrazole), C([O-])([O-])=O.[Cs+].[Cs+] (cesium carbonate). Reagents/catalysts: C=1C=CC(=CC1)/C=C/C(=O)/C=C/C2=CC=CC=C2.C=1C=CC(=CC1)/C=C/C(=O)/C=C/C2=CC=CC=C2.C=1C=CC(=CC1)/C=C/C(=O)/C=C/C2=CC=CC=C2.[Pd].[Pd] (Pd2(dba)3), CC(C)C1=CC(=C(C(=C1)C(C)C)C2=C(C=CC=C2)P(C3CCCCC3)C4CCCCC4)C(C)C (X-phos). Solvent: COCCOC (1,2-dimethoxyethane). Reaction conditions: temperature 110 celsius, time 1 hour. Product: C(C1=CC=CC=C1)OC1=NC=C(N=C1C1=CC=NN1C1=CC=CC=C1)C1=CC=CC=C1 (2-(benzyloxy)-5-phenyl-3-(1-phenyl-1H-pyrazol-5-yl)pyrazine). Yield: 104.2%. RXN SMILES: [CH2:1]([O:8][C:9]1[C:14](Br)=[N:13][C:12]([C:16]2[CH:21]=[CH:20][CH:19]=[CH:18][CH:17]=2)=[CH:11][N:10]=1)[C:2]1[CH:7]=[CH:6][CH:5]=[CH:4][CH:3]=1.[C:22]1([N:28]2[C:32](B3OC(C)(C)C(C)(C)O3)=[CH:31][CH:30]=[N:29]2)[CH:27]=[CH:26][CH:25]=[CH:24][CH:23]=1.C(=O)([O-])[O-].[Cs+].[Cs+]>C1C=CC(/C=C/C(/C=C/C2C=CC=CC=2)=O)=CC=1.C1C=CC(/C=C/C(/C=C/C2C=CC=CC=2)=O)=CC=1.C1C=CC(/C=C/C(/C=C/C2C=CC=CC=2)=O)=CC=1.[Pd].[Pd].CC(C1C=C(C(C)C)C(C2C=CC=CC=2P(C2CCCCC2)C2CCCCC2)=C(C(C)C)C=1)C.COCCOC>[CH2:1]([O:8][C:9]1[C:14]([C:32]2[N:28]([C:22]3[CH:23]=[CH:24][CH:25]=[CH:26][CH:27]=3)[N:29]=[CH:30][CH:31]=2)=[N:13][C:12]([C:16]2[CH:21]=[CH:20][CH:19]=[CH:18][CH:17]=2)=[CH:11][N:10]=1)[C:2]1[CH:7]=[CH:6][CH:5]=[CH:4][CH:3]=1 |f:2.3.4,5.6.7.8.9|. Procedure: A mixture of 2-(benzyloxy)-3-bromo-5-phenylpyrazine (0.17 g), 1-phenyl-5-(4,4,5,5-tetramethyl-1,3,2-dioxaborolan-2-yl)-1H-pyrazole (0.20 g), X-phos (24 mg), Pd2(dba)3 (11 mg), 2M aqueous cesium carbonate solution (0.62 mL) and 1,2-dimethoxyethane (5.0 mL) was stirred at 110° C. for 1 hr under microwave irradiation. The reaction mixture was cooled to room temperature, filtered through celite, and the filtrate was concentrated under reduced pressure. The residue was purified by silica gel column c...